Dataset: the Open Reaction Database (ORD), a public repository of structured organic reaction records. Task: describe an organic reaction: reactants, conditions, products, and yield Reactants: C(C)(=O)Cl (Acetyl chloride), C(C)OC(=O)C=1C2=C(SC1N)CCCC2 (2-Amino-4,5,6,7-tetrahydro-benzo[b]thiophene-3-carboxylic acid ethyl ester), O (water). The solvent is N1=CC=CC=C1 (pyridine). Conditions: time 30 minute. The product is C(C)OC(=O)C=1C2=C(SC1NC(C)=O)CCCC2 (2-Acetylamino-4,5,6,7-tetrahydro-benzo[b]thiophene-3-carboxylic acid ethyl ester). RXN SMILES: [C:1](Cl)(=[O:3])[CH3:2].[CH2:5]([O:7][C:8]([C:10]1[C:11]2[CH2:19][CH2:18][CH2:17][CH2:16][C:12]=2[S:13][C:14]=1[NH2:15])=[O:9])[CH3:6].O>N1C=CC=CC=1>[CH2:5]([O:7][C:8]([C:10]1[C:11]2[CH2:19][CH2:18][CH2:17][CH2:16][C:12]=2[S:13][C:14]=1[NH:15][C:1](=[O:3])[CH3:2])=[O:9])[CH3:6]. Reported procedure: Acetyl chloride (62 mL) was added dropwise to a stirred solution of 2-Amino-4,5,6,7-tetrahydro-benzo[b]thiophene-3-carboxylic acid ethyl ester (125 g) in pyridine (750 mL) on an ice bath. After stirring at room temperature for 30 minutes, the solution was poured into water (2.2 L). The resulting solid was collected by filtration and washed with water, and then was dried overnight at 55° C. to provide the title compound (140 g) as a colorless solid. Reactants: C(C)(=O)NC1=C(N(C2=CC(=CC=C12)Cl)C(=O)OCC)C(C1=CC(=CC=C1)C)=O (3-acetylamino-6-chloro-1-ethoxycarbonyl-2-(3-methylbenzoyl)indole), C(C)O.C(C)OCC (ethanol diethyl ether). The product is C(C)(=O)N(C)C1=C(NC2=CC(=CC=C12)Cl)C(C1=CC(=CC=C1)C)=O (3-(N-Acetyl-n-methylamino)-6-chloro-2-(3-methylbenzoyl)indole). Reaction SMILES: [C:1]([NH:4][C:5]1[C:13]2[C:8](=[CH:9][C:10]([Cl:14])=[CH:11][CH:12]=2)[N:7](C(OCC)=O)[C:6]=1[C:20](=[O:28])[C:21]1[CH:26]=[CH:25][CH:24]=[C:23]([CH3:27])[CH:22]=1)(=[O:3])[CH3:2].[CH2:29](O)C.C(OCC)C>>[C:1]([N:4]([C:5]1[C:13]2[C:8](=[CH:9][C:10]([Cl:14])=[CH:11][CH:12]=2)[NH:7][C:6]=1[C:20](=[O:28])[C:21]1[CH:26]=[CH:25][CH:24]=[C:23]([CH3:27])[CH:22]=1)[CH3:29])(=[O:3])[CH3:2] |f:1.2|. Reported procedure: The title compound was prepared from 3-acetylamino-6-chloro-1-ethoxycarbonyl-2-(3-methylbenzoyl)indole (Example 22, step 1) according to the procedure described in Example 146. m.p.: 166-171° C. (ethanol/diethyl ether)